Dataset: the Open Reaction Database (ORD), a public repository of structured organic reaction records. Task: describe an organic reaction: reactants, conditions, products, and yield Reactants: C1(=CC=CC=C1)O (phenol), S-(+)-epichlorohydrin, CC(C)([O-])C.[K+] (potassium t-butoxide), C(C)(C)(C)O (t-butyl alcohol). Reaction conditions: temperature 60 celsius, time 3 hour. Product: C(C1CO1)OCC1CO1 (glycidyl ether). Reaction SMILES: [C:1]1([OH:7])[CH:6]=[CH:5]C=CC=1.[CH3:8][C:9](C)([O-:11])[CH3:10].[K+].C([OH:18])(C)(C)C>>[CH2:8]([O:7][CH2:1][CH:6]1[O:18][CH2:5]1)[CH:9]1[O:11][CH2:10]1 |f:1.2|. Procedure details: A phenol derivative (5.28 g) of the following formula: ##STR21## S-(+)-epichlorohydrin (11.55 g), potassium t-butoxide (3.00 g) and t-butyl alcohol (45 ml) are mixed, the mixture is stirred at 60° C. for 3 hours. The reaction mixture is distilled under reduced pressure to remove the solvent and the residue is extracted with chloroform. The extract is distilled under reduced pressure to remove the solvent. The residue is purified by silica gel chromatography to give R isomer of glycidyl ether (5.... Reactants: CC1(C(C(CCC1)OC1=C(C=C(C=C1)C(CC)(CC)C=1C=CC2=C(C=C(O2)C(=O)O)C1)C)=O)C (5-{1-[4-(3,3-Dimethyl-2-oxo-cyclohexyloxy)-3-methyl-phenyl]-1-ethyl-propyl}-benzofuran-2-carboxylic acid), [BH4-].[Na+] (sodium borohydride). Yields the product C(C)C(CC)(C1=CC(=C(C=C1)OC1C(C(CCC1)(C)C)O)C)C=1C=CC2=C(C=C(O2)C(=O)O)C1 (5-{1-Ethyl-1-[4-(2-hydroxy-3,3-dimethyl-cyclohexyloxy)-3-methyl-phenyl]-propyl}-benzofuran-2-carboxylic acid). Yield: 64.0%. Reaction SMILES: [CH3:1][C:2]1([CH3:34])[CH2:7][CH2:6][CH2:5][CH:4]([O:8][C:9]2[CH:14]=[CH:13][C:12]([C:15]([C:20]3[CH:21]=[CH:22][C:23]4[O:27][C:26]([C:28]([OH:30])=[O:29])=[CH:25][C:24]=4[CH:31]=3)([CH2:18][CH3:19])[CH2:16][CH3:17])=[CH:11][C:10]=2[CH3:32])[C:3]1=[O:33].[BH4-].[Na+]>>[CH2:16]([C:15]([C:20]1[CH:21]=[CH:22][C:23]2[O:27][C:26]([C:28]([OH:30])=[O:29])=[CH:25][C:24]=2[CH:31]=1)([C:12]1[CH:13]=[CH:14][C:9]([O:8][CH:4]2[CH2:5][CH2:6][CH2:7][C:2]([CH3:1])([CH3:34])[CH:3]2[OH:33])=[C:10]([CH3:32])[CH:11]=1)[CH2:18][CH3:19])[CH3:17] |f:1.2|. Procedure details: 5-{1-[4-(3,3-Dimethyl-2-oxo-cyclohexyloxy)-3-methyl-phenyl]-1-ethyl-propyl}-benzofuran-2-carboxylic acid (200 mg, 0.432 mmol) (Example 67) is reacted with sodium borohydride (36 mg, 0.864 mmol) in an analogous manner to Example 31 to yield (13 mg, 64% yield). MS (ES) m/e: 563.3 (M−1) Starting materials: COc1ccc(CCNC(=O)C(=CN(C)C)c2ccc(C)cc2)cc1OC, Cl, C1CCOC1, O. Product: COc1ccc(CCNC(=O)C(=CO)c2ccc(C)cc2)cc1OC. As a reaction SMILES: [CH3:1][O:2][c:3]1[cH:4][c:5]([CH2:11][CH2:12][NH:13][C:14]([C:15](=[CH:16][N:17]([CH3:18])[CH3:19])[c:20]2[cH:21][cH:22][c:23]([CH3:26])[cH:24][cH:25]2)=[O:27])[cH:6][cH:7][c:8]1[O:9][CH3:10].[ClH:28].[O:29]1[CH2:30][CH2:31][CH2:32][CH2:33]1.[OH2:34]>>[CH3:1][O:2][c:3]1[cH:4][c:5]([CH2:11][CH2:12][NH:13][C:14]([C:15](=[CH:16][OH:29])[c:20]2[cH:21][cH:22][c:23]([CH3:26])[cH:24][cH:25]2)=[O:27])[cH:6][cH:7][c:8]1[O:9][CH3:10]. The reactants are C(C(=C)C)(=O)OCC1=C(C(C=O)=CC(=C1)[N+](=O)[O-])S (3-methacryloxymethyl-5-nitrothiosalicylaldehyde), C=C1N(C2=CC=CC=C2C1(C)C)C (2-methylene-1,3,3-trimethylindoline). Solvent: CC(CC)=O (2-butanone). Product: C(C(=C)C)(=O)OCC1=CC(=CC=2C=CC3(N(C4=CC=CC=C4C3(C)C)C)SC21)[N+](=O)[O-] (8-methacryloxymethyl-6-nitro-1',3',3'-trimethylspiro[2H-1-benzothiopyran-2,2'-indoline]). Yield: 72.7%. Reaction SMILES: [C:1]([O:6][CH2:7][C:8]1[CH:15]=[C:14]([N+:16]([O-:18])=[O:17])[CH:13]=[C:10]([CH:11]=O)[C:9]=1[SH:19])(=[O:5])[C:2]([CH3:4])=[CH2:3].[CH2:20]=[C:21]1[C:29]([CH3:31])([CH3:30])[C:28]2[C:23](=[CH:24][CH:25]=[CH:26][CH:27]=2)[N:22]1[CH3:32]>CC(=O)CC>[C:1]([O:6][CH2:7][C:8]1[C:9]2[S:19][C:21]3([C:29]([CH3:31])([CH3:30])[C:28]4[C:23](=[CH:24][CH:25]=[CH:26][CH:27]=4)[N:22]3[CH3:32])[CH:20]=[CH:11][C:10]=2[CH:13]=[C:14]([N+:16]([O-:18])=[O:17])[CH:15]=1)(=[O:5])[C:2]([CH3:4])=[CH2:3]. Procedure: In 120 ml of 2-butanone were dissolved 14.1 g of 3-methacryloxymethyl-5-nitrothiosalicylaldehyde and 8.7 g of 2-methylene-1,3,3-trimethylindoline and the mixture was refluxed in a nitrogen atmosphere for 20 hours. The reaction mixture was then concentrated under reduced pressure and the residue was purified by silica gel column chromatography to give 15.9 g of 8-methacryloxymethyl-6-nitro-1',3',3'-trimethylspiro[2H-1-benzothiopyran-2,2'-indoline] as light yellow crystals (Yield 73%). Reactants: C1(=CC=CC2=CC=CC=C12)[C@@H](C)N(C(OC(C)(C)C)=O)CC1CNCC1 (tert-butyl [(1R)-1-(1-naphthyl)ethyl](pyrrolidin-3-ylmethyl)carbamate), C(C1=CC=CC=C1)(=O)Cl (benzoyl chloride), C([O-])(O)=O.[Na+] (sodium bicarbonate). The solvent is C1CCOC1 (THF). As a reaction SMILES: [C:1]1([C@H:11]([N:13]([CH2:21][CH:22]2[CH2:26][CH2:25][NH:24][CH2:23]2)C(=O)OC(C)(C)C)[CH3:12])[C:10]2[C:5](=[CH:6][CH:7]=[CH:8][CH:9]=2)[CH:4]=[CH:3][CH:2]=1.[C:27]([Cl:35])(=[O:34])[C:28]1[CH:33]=[CH:32][CH:31]=[CH:30][CH:29]=1.C(=O)(O)[O-].[Na+]>C1COCC1>[ClH:35].[C:27]([N:24]1[CH2:25][CH2:26][CH:22]([CH2:21][NH:13][C@@H:11]([C:1]2[C:10]3[C:5](=[CH:6][CH:7]=[CH:8][CH:9]=3)[CH:4]=[CH:3][CH:2]=2)[CH3:12])[CH2:23]1)(=[O:34])[C:28]1[CH:33]=[CH:32][CH:31]=[CH:30][CH:29]=1 |f:2.3,5.6|. The product is Cl.C(C1=CC=CC=C1)(=O)N1CC(CC1)CN[C@H](C)C1=CC=CC2=CC=CC=C12 ((1R)—N-[(1-benzoylpyrrolidin-3-yl)methyl]-1-(1-naphthyl)ethanamine hydrochloride). Reaction conditions: time 8 hour. Reported procedure: A 8.0 ml THF solution of 124 mg of tert-butyl [(1R)-1-(1-naphthyl)ethyl](pyrrolidin-3-ylmethyl)carbamate was mixed with 45 μl of benzoyl chloride and stirred overnight at room temperature. A 20 ml portion of saturated sodium bicarbonate aqueous solution was added thereto, and the solvent was evaporated. This was extracted with ethyl acetate, washed with saturated brine and dried with magnesium sulfate, and the solvent was evaporated. The thus obtained residue was treated with 4 M hydrogen chlori... Reactants: CNC, CCO, Cc1nc(CC2OC(CO)C(O)C2O)n2nc(Cl)ccc12. The product is Cc1nc(CC2OC(CO)C(O)C2O)n2nc(N(C)C)ccc12. As a reaction SMILES: [CH3:22][NH:23][CH3:24].[CH3:25][CH2:26][OH:27].[Cl:1][c:2]1[cH:3][cH:4][c:5]2[n:6]([n:7]1)[c:8]([CH2:12][CH:13]1[CH:14]([OH:15])[CH:16]([OH:17])[CH:18]([CH2:20][OH:21])[O:19]1)[n:9][c:10]2[CH3:11]>>[c:2]1([N:23]([CH3:22])[CH3:24])[cH:3][cH:4][c:5]2[n:6]([n:7]1)[c:8]([CH2:12][CH:13]1[CH:14]([OH:15])[CH:16]([OH:17])[CH:18]([CH2:20][OH:21])[O:19]1)[n:9][c:10]2[CH3:11]. Reaction conditions: temperature 0 celsius. Product: CN1CCN(CC1)NCC=1SC=CN1 (4-methyl-N-(1,3-thiazol-2-ylmethyl)-1-piperazinamine). Procedure: Commercially available 1,3-thiazole-2-carbaldehyde (0.388 mL, 4.42 mmol) and commercially available 4-methyl-1-piperazinamine (0.532 mL, 4.42 mmol) were dissolved in MeOH (20 mL) and cooled to 0° C. Then methyl orange indicator and enough 4M HCl in dioxane was added to keep the reaction mixture acidic and a light pinkish color. Then sodium cyanoborohydride (0.555 g, 8.84 mmol) was added and the reaction was left to stir. The reaction mixture was evaporated to provide crude 4-methyl-N-(1,3-thiazo... Starting materials: CN(C)C=1C=CC(=CC1)N=NC=2C=CC(=CC2)S(=O)(=O)O (methyl orange), Cl (HCl), C(#N)[BH3-].[Na+] (sodium cyanoborohydride), S1C(=NC=C1)C=O (1,3-thiazole-2-carbaldehyde), CN1CCN(CC1)N (4-methyl-1-piperazinamine). As a reaction SMILES: [S:1]1[CH:5]=[CH:4][N:3]=[C:2]1[CH:6]=O.[CH3:8][N:9]1[CH2:14][CH2:13][N:12]([NH2:15])[CH2:11][CH2:10]1.CN(C1C=CC(N=NC2C=CC(S(O)(=O)=O)=CC=2)=CC=1)C.Cl.C([BH3-])#N.[Na+]>CO.O1CCOCC1>[CH3:8][N:9]1[CH2:14][CH2:13][N:12]([NH:15][CH2:6][C:2]2[S:1][CH:5]=[CH:4][N:3]=2)[CH2:11][CH2:10]1 |f:4.5|. Solvent: O1CCOCC1 (dioxane), CO (MeOH). The yield is 236.2%.